From a dataset of the Open Reaction Database (ORD), a public repository of structured organic reaction records. describe an organic reaction: reactants, conditions, products, and yield The reactants are O=C(CNC(=O)C1=CC=C(C=C1)C1=CC=CC=C1)N1CCNCC1 (Biphenyl-4-carboxylic acid (2-oxo-2-piperazin-1-yl-ethyl)-amide), CCN(C(C)C)C(C)C (DIPEA), ClC1=NC=CC=C1C(=O)O (2-chloro-pyridine-3-carboxylic acid), C=1C=CC2=C(C1)N=NN2O (HOBT), CCN=C=NCCCN(C)C (EDCI). Solvent: O (water), CN(C)C=O (DMF). Reaction conditions: time 2 minute. Yields the product ClC1=NC=CC=C1C(=O)N1CCN(CC1)C(CNC(=O)C1=CC=C(C=C1)C1=CC=CC=C1)=O (biphenyl-4-carboxylic acid {2-[4-(2-chloro-pyridine-3-carbonyl)-piperazin-1-yl]-2-oxo-ethyl}-amide). Isolated yield 37.9%. As a reaction SMILES: CCN(C(C)C)C(C)C.[Cl:10][C:11]1[C:16]([C:17]([OH:19])=O)=[CH:15][CH:14]=[CH:13][N:12]=1.C1C=CC2N(O)N=NC=2C=1.CCN=C=NCCCN(C)C.[O:41]=[C:42]([N:59]1[CH2:64][CH2:63][NH:62][CH2:61][CH2:60]1)[CH2:43][NH:44][C:45]([C:47]1[CH:52]=[CH:51][C:50]([C:53]2[CH:58]=[CH:57][CH:56]=[CH:55][CH:54]=2)=[CH:49][CH:48]=1)=[O:46]>CN(C=O)C.O>[Cl:10][C:11]1[C:16]([C:17]([N:62]2[CH2:61][CH2:60][N:59]([C:42](=[O:41])[CH2:43][NH:44][C:45]([C:47]3[CH:52]=[CH:51][C:50]([C:53]4[CH:58]=[CH:57][CH:56]=[CH:55][CH:54]=4)=[CH:49][CH:48]=3)=[O:46])[CH2:64][CH2:63]2)=[O:19])=[CH:15][CH:14]=[CH:13][N:12]=1. Procedure: DIPEA (179.7 mg, 0.24 mL, 1.39 mmol) was added to a stirred solution of 2-chloro-pyridine-3-carboxylic acid (48.6 mg, 0.37 mmol) in DMF (3 mL). HOBT (45.9 mg, 0.34 mmol) and EDCI (148.1 mg, 0.77 mmol) were then added at room temperature. After 2 minutes, Biphenyl-4-carboxylic acid (2-oxo-2-piperazin-1-yl-ethyl)-amide (120 mg, 0.37 mmol) was added and the resulting mixture was stirred at room temperature overnight. Cold water was then added and the product was extracted with EtOAc and the organic...